This data is from the Open Reaction Database (ORD), a public repository of structured organic reaction records. The task is: describe an organic reaction: reactants, conditions, products, and yield Starting materials: C(C1=CC=CC=C1)OC1=CC(=NN1C)C(=O)N1CCN(CC1)C1=C(C=CC=C1)C(C)(C)C (1-{[5-(benzyloxy)-1-methyl-1H-pyrazol-3-yl]carbonyl}-4-(2-tert-butylphenyl)piperazine). Reagents/catalysts: [C].[Pd] (palladium-carbon). Run in CO (methanol). Yields the product C(C)(C)(C)C1=C(C=CC=C1)N1CCN(CC1)C(=O)C1=NN(C(=C1)O)C (3-{[4-(2-tert-Butylphenyl)piperazin-1-yl]carbonyl}-1-methyl-1H-pyrazol-5-ol). The yield is 46.9%. RXN SMILES: C([O:8][C:9]1[N:13]([CH3:14])[N:12]=[C:11]([C:15]([N:17]2[CH2:22][CH2:21][N:20]([C:23]3[CH:28]=[CH:27][CH:26]=[CH:25][C:24]=3[C:29]([CH3:32])([CH3:31])[CH3:30])[CH2:19][CH2:18]2)=[O:16])[CH:10]=1)C1C=CC=CC=1>CO.[C].[Pd]>[C:29]([C:24]1[CH:25]=[CH:26][CH:27]=[CH:28][C:23]=1[N:20]1[CH2:19][CH2:18][N:17]([C:15]([C:11]2[CH:10]=[C:9]([OH:8])[N:13]([CH3:14])[N:12]=2)=[O:16])[CH2:22][CH2:21]1)([CH3:32])([CH3:30])[CH3:31] |f:2.3|. Procedure: A mixture of 1-{[5-(benzyloxy)-1-methyl-1H-pyrazol-3-yl]carbonyl}-4-(2-tert-butylphenyl)piperazine (1.75 g), and palladium-carbon (500 mg) in methanol (150 mL) was stirred under hydrogen atmosphere (5 atm). The mixture was filtered and concentrated under reduced pressure to purify the residue by silica gel column chromatography (ethyl acetate/methanol 100:0 to 90:10). Solvent was removed to obtain a solid (650 mg, 56%). LC/MS; ESI(+) m/z: 343 (M+H)+. Starting materials: ClC=1N=C(NC1CC)C(=O)N[C@@H]1[C@@H](CN(CC1)C(=O)OC(C)(C)C)N(C)C (tert-Butyl cis(±)-4-{[(4-chloro-5-ethyl-1H-imidazol-2-yl)carbonyl]amino}-3-(dimethylamino)-piperidine-1-carboxylate), C([O-])([O-])=O.[Na+].[Na+] (sodium carbonate), Cl.O1CCOCC1 (hydrochloric acid 1,4-dioxane), BrC=1SC(=C(N1)C)C(=O)OCC (ethyl 2-bromo-4-methyl-1,3-thiazole-5-carboxylate). Procedure details: The same operation as in Example (196c) was performed using tert-butyl cis(±)-4-{[(4-chloro-5-ethyl-1H-imidazol-2-yl)carbonyl]amino}-3-(dimethylamino)-piperidine-1-carboxylate obtained in Example (200d) (104 mg, 0.260 mmol), 4 N hydrochloric acid/1,4-dioxane (2 mL), ethyl 2-bromo-4-methyl-1,3-thiazole-5-carboxylate (71.6 mg, 0.286 mmol) and sodium carbonate (551 mg, 5.20 mmol), to obtain 110 mg of the title compound (90%) as a pale yellow solid. Product: ClC=1N=C(NC1CC)C(=O)N[C@@H]1[C@@H](CN(CC1)C=1SC(=C(N1)C)C(=O)OCC)N(C)C (Ethyl cis(±)-2-(4-{[(4-Chloro-5-ethyl-1H-imidazol-2-yl)carbonyl]amino}-3-(dimethylamino)piperidin-1-yl)-4-methyl-1,3-thiazole-5-carboxylate). Isolated yield 90.2%. As a reaction SMILES: [Cl:1][C:2]1[N:3]=[C:4]([C:9]([NH:11][C@H:12]2[CH2:17][CH2:16][N:15]([C:18](OC(C)(C)C)=O)[CH2:14][C@H:13]2[N:25]([CH3:27])[CH3:26])=[O:10])[NH:5][C:6]=1[CH2:7][CH3:8].Cl.O1CCOCC1.BrC1[S:37][C:38]([C:42]([O:44][CH2:45][CH3:46])=[O:43])=[C:39]([CH3:41])[N:40]=1.C(=O)([O-])[O-].[Na+].[Na+]>>[Cl:1][C:2]1[N:3]=[C:4]([C:9]([NH:11][C@H:12]2[CH2:17][CH2:16][N:15]([C:18]3[S:37][C:38]([C:42]([O:44][CH2:45][CH3:46])=[O:43])=[C:39]([CH3:41])[N:40]=3)[CH2:14][C@H:13]2[N:25]([CH3:26])[CH3:27])=[O:10])[NH:5][C:6]=1[CH2:7][CH3:8] |f:1.2,4.5.6|. The reactants are CC1=NC=CC(=C1)C#CC=1N=C(NC1)C (2-methyl-4-(2-methyl-1H-imidazol-4-ylethynyl)-pyridine), BrCC1CCC1 (bromomethyl-cyclobutane). Yields the product C1(CCC1)CN1C(=NC(=C1)C#CC1=CC(=NC=C1)C)C (4-(1-Cyclobutylmethyl-2-methyl-1H-imidazol-4-ylethynyl)-2-methyl-pyridine). Reaction SMILES: [CH3:1][C:2]1[CH:7]=[C:6]([C:8]#[C:9][C:10]2[N:11]=[C:12]([CH3:15])[NH:13][CH:14]=2)[CH:5]=[CH:4][N:3]=1.Br[CH2:17][CH:18]1[CH2:21][CH2:20][CH2:19]1>>[CH:18]1([CH2:17][N:13]2[CH:14]=[C:10]([C:9]#[C:8][C:6]3[CH:5]=[CH:4][N:3]=[C:2]([CH3:1])[CH:7]=3)[N:11]=[C:12]2[CH3:15])[CH2:21][CH2:20][CH2:19]1. Reported procedure: The title compound, MS: m/e=266.2 (M+H+), was prepared in accordance with the general method of example 1 from 2-methyl-4-(2-methyl-1H-imidazol-4-ylethynyl)-pyridine and bromomethyl-cyclobutane. The reactants are CCOc1ccc2cc(-c3ccc([N+](=O)[O-])cc3)n(CC3CC3)c2c1, O=C1CCC(=O)N1I, CN(C)C=O, O. Yields the product CCOc1ccc2c(I)c(-c3ccc([N+](=O)[O-])cc3)n(CC3CC3)c2c1. RXN SMILES: [CH:1]1([CH2:4][n:5]2[c:6](-[c:17]3[cH:18][cH:19][c:20]([N+:23](=[O:24])[O-:25])[cH:21][cH:22]3)[cH:7][c:8]3[cH:9][cH:10][c:11]([O:14][CH2:15][CH3:16])[cH:12][c:13]23)[CH2:2][CH2:3]1.[I:26][N:27]1[C:28](=[O:29])[CH2:30][CH2:31][C:32]1=[O:33].[O:34]=[CH:35][N:36]([CH3:37])[CH3:38].[OH2:39]>>[CH:1]1([CH2:4][n:5]2[c:6](-[c:17]3[cH:18][cH:19][c:20]([N+:23](=[O:24])[O-:25])[cH:21][cH:22]3)[c:7]([I:26])[c:8]3[cH:9][cH:10][c:11]([O:14][CH2:15][CH3:16])[cH:12][c:13]23)[CH2:2][CH2:3]1. The reactants are O=C([O-])[O-], O=C(Cl)OCC(Cl)(Cl)Cl, [K+], [K+], CN1CCC23CCCCC2C1Cc1ccc(Oc2ccccc2)cc13, c1ccccc1. The product is O=C(OCC(Cl)(Cl)Cl)N1CCC23CCCCC2C1Cc1ccc(Oc2ccccc2)cc13. Reaction SMILES: [C:26](=[O:27])([O-:28])[O-:29].[Cl:32][C:33](=[O:34])[O:35][CH2:36][C:37]([Cl:38])([Cl:39])[Cl:40].[K+:30].[K+:31].[O:1]([c:2]1[cH:3][cH:4][cH:5][cH:6][cH:7]1)[c:8]1[cH:9][cH:10][c:11]2[c:20]([cH:21]1)[C:19]13[CH:14]([CH:13]([CH2:12]2)[N:24]([CH3:25])[CH2:23][CH2:22]1)[CH2:15][CH2:16][CH2:17][CH2:18]3.[cH:41]1[cH:42][cH:43][cH:44][cH:45][cH:46]1>>[O:1]([c:2]1[cH:3][cH:4][cH:5][cH:6][cH:7]1)[c:8]1[cH:9][cH:10][c:11]2[c:20]([cH:21]1)[C:19]13[CH:14]([CH:13]([CH2:12]2)[N:24]([C:33](=[O:34])[O:35][CH2:36][C:37]([Cl:38])([Cl:39])[Cl:40])[CH2:23][CH2:22]1)[CH2:15][CH2:16][CH2:17][CH2:18]3. RXN SMILES: [CH2:11]([Cl:12])[Cl:13].[CH3:1][C:2]([C:3]#[C:4][CH:5]=[CH:6][CH2:7][OH:8])([CH3:9])[CH3:10]>>[CH3:1][C:2]([C:3]#[C:4][CH:5]=[CH:6][CH:7]=[O:8])([CH3:9])[CH3:10]. Starting materials: ClCCl, CC(C)(C)C#CC=CCO. The product is CC(C)(C)C#CC=CC=O. Starting materials: CN1CCN(c2cccc(Br)c2)CC1, c1ccc(P(C2CCCCC2)C2CCCCC2)c(-c2ccccc2P(C2CCCCC2)C2CCCCC2)c1, Nc1nc2cccc(-c3ccc(CN4CCS(=O)(=O)CC4)cc3)n2n1. The product is CN1CCN(c2cccc(Nc3nc4cccc(-c5ccc(CN6CCS(=O)(=O)CC6)cc5)n4n3)c2)CC1. As a reaction SMILES: [Br:26][c:27]1[cH:28][c:29]([N:33]2[CH2:34][CH2:35][N:36]([CH3:39])[CH2:37][CH2:38]2)[cH:30][cH:31][cH:32]1.[CH:40]1([P:41]([CH:42]2[CH2:43][CH2:44][CH2:45][CH2:46][CH2:47]2)[c:48]2[cH:49][cH:50][cH:51][cH:52][c:53]2-[c:54]2[cH:55][cH:56][cH:57][cH:58][c:59]2[P:60]([CH:61]2[CH2:62][CH2:63][CH2:64][CH2:65][CH2:66]2)[CH:67]2[CH2:68][CH2:69][CH2:70][CH2:71][CH2:72]2)[CH2:73][CH2:74][CH2:75][CH2:76][CH2:77]1.[O:1]=[S:2]1(=[O:25])[CH2:3][CH2:4][N:5]([CH2:8][c:9]2[cH:10][cH:11][c:12](-[c:15]3[cH:16][cH:17][cH:18][c:19]4[n:20]3[n:21][c:22]([NH2:24])[n:23]4)[cH:13][cH:14]2)[CH2:6][CH2:7]1>>[O:1]=[S:2]1(=[O:25])[CH2:3][CH2:4][N:5]([CH2:8][c:9]2[cH:10][cH:11][c:12](-[c:15]3[cH:16][cH:17][cH:18][c:19]4[n:20]3[n:21][c:22]([NH:24][c:27]3[cH:28][c:29]([N:33]5[CH2:34][CH2:35][N:36]([CH3:39])[CH2:37][CH2:38]5)[cH:30][cH:31][cH:32]3)[n:23]4)[cH:13][cH:14]2)[CH2:6][CH2:7]1.